Dataset: the Open Reaction Database (ORD), a public repository of structured organic reaction records. Task: describe an organic reaction: reactants, conditions, products, and yield Isolated yield 58.6%. Yields the product C(C)OC(=O)[C@H]1CN(CCC1)CCON=C1C2=C(CCC3=C1C=CC=C3)C=CC=C2 ((R)-N-(2-(((10,11-dihydro-5H-dibenzo[a,d]cyclohepten-5-ylidene)amino)oxy)ethyl)-3-piperidinecarboxylic acid ethyl ester). As a reaction SMILES: [CH:1]1[C:11]2[CH2:10][CH2:9][C:8]3[CH:12]=[CH:13][CH:14]=[CH:15][C:7]=3[C:6](=[N:16][O:17][CH2:18][CH2:19]Br)[C:5]=2[CH:4]=[CH:3][CH:2]=1.C(=O)([O-])[O-].[K+].[K+].C(C(C(C(O)=O)O)O)(O)=O.[NH:37]1[CH2:42][CH2:41][CH2:40][C@@H:39]([C:43]([O:45][CH2:46][CH3:47])=[O:44])[CH2:38]1>CC(CC(C)C)=O>[CH2:46]([O:45][C:43]([C@@H:39]1[CH2:40][CH2:41][CH2:42][N:37]([CH2:19][CH2:18][O:17][N:16]=[C:6]2[C:5]3[CH:4]=[CH:3][CH:2]=[CH:1][C:11]=3[CH2:10][CH2:9][C:8]3[CH:12]=[CH:13][CH:14]=[CH:15][C:7]2=3)[CH2:38]1)=[O:44])[CH3:47] |f:1.2.3,4.5|. The reactants are C1=CC=CC=2C(C3=C(CCC21)C=CC=C3)=NOCCBr (2-(((10,11-dihydro-5H-dibenzo[a,d]cyclohepten-5-ylidene)amino)oxy)ethylbromide), C([O-])([O-])=O.[K+].[K+] (potassium carbonate), C(=O)(O)C(O)C(O)C(=O)O.N1C[C@@H](CCC1)C(=O)OCC (ethyl (R)-3-piperidinecarboxylate tartrate). Procedure details: To a solution of 2-(((10,11-dihydro-5H-dibenzo[a,d]cyclohepten-5-ylidene)amino)oxy)ethylbromide (1.4 g, 4.2 mmol) in methyl isobutylketone (40 ml) was added potassium carbonate (4.7 g, 34 mmol) and ethyl (R)-3-piperidinecarboxylate tartrate (2.6 g, 8.5 mmol) and the suspension was heated at reflux temperature for 3 days. The cooled reaction mixture was filtered and the solvent was evaporated from the filtrate in vacuo. The oily residue was dissolved in a mixture of ethyl acetate (50 ml) and wate... Solvent: CC(=O)CC(C)C (methyl isobutylketone). Reactants: Cc1ccccc1, COc1cc2cc3c(=O)c(C#N)c[nH]c3cc2cc1O, O=P(Cl)(Cl)Cl. The product is COc1cc2cc3c(Cl)c(C#N)cnc3cc2cc1O. RXN SMILES: [CH3:26][c:27]1[cH:28][cH:29][cH:30][cH:31][cH:32]1.[OH:1][c:2]1[cH:3][c:4]2[c:5]([cH:6][c:7]3[c:8](=[O:16])[c:9]([C:14]#[N:15])[cH:10][nH:11][c:12]3[cH:13]2)[cH:17][c:18]1[O:19][CH3:20].[P:21]([Cl:22])([Cl:23])([Cl:24])=[O:25]>>[OH:1][c:2]1[cH:3][c:4]2[c:5]([cH:6][c:7]3[c:8]([Cl:23])[c:9]([C:14]#[N:15])[cH:10][n:11][c:12]3[cH:13]2)[cH:17][c:18]1[O:19][CH3:20].